This data is from the Open Reaction Database (ORD), a public repository of structured organic reaction records. The task is: describe an organic reaction: reactants, conditions, products, and yield Reactants: FC(C(=O)N(CC1CCNCC1)[C@H]1[C@@H](C1)C1=CC=CC=C1)(F)F (2,2,2-trifluoro-N-((1R,2S)-2-phenylcyclopropyl)-N-(piperidin-4-ylmethyl)acetamide), C(=O)C1=CC=C(C=C1)CC(=O)O (2-(4-formylphenyl)acetic acid), C(C)(=O)O[BH-](OC(C)=O)OC(C)=O.[Na+] (sodium triacetoxyborohydride), [OH-].[Na+] (sodium hydroxide). Run in ClCCCl (1,2-dichloroethane). Run at time 18 hour. Yields the product C1(=CC=CC=C1)[C@H]1[C@@H](C1)NCC1CCN(CC1)CC1=CC=C(C=C1)CC(=O)O (2-(4-((4-((((1R,2S)-2-Phenylcyclopropyl)amino)methyl)piperidin-1-yl)methyl)phenyl)acetic acid). Isolated yield 38.8%. As a reaction SMILES: FC(F)(F)C([N:5]([C@@H:13]1[CH2:15][C@H:14]1[C:16]1[CH:21]=[CH:20][CH:19]=[CH:18][CH:17]=1)[CH2:6][CH:7]1[CH2:12][CH2:11][NH:10][CH2:9][CH2:8]1)=O.[CH:24]([C:26]1[CH:31]=[CH:30][C:29]([CH2:32][C:33]([OH:35])=[O:34])=[CH:28][CH:27]=1)=O.C(O[BH-](OC(=O)C)OC(=O)C)(=O)C.[Na+].[OH-].[Na+]>ClCCCl>[C:16]1([C@@H:14]2[CH2:15][C@H:13]2[NH:5][CH2:6][CH:7]2[CH2:8][CH2:9][N:10]([CH2:24][C:26]3[CH:27]=[CH:28][C:29]([CH2:32][C:33]([OH:35])=[O:34])=[CH:30][CH:31]=3)[CH2:11][CH2:12]2)[CH:17]=[CH:18][CH:19]=[CH:20][CH:21]=1 |f:2.3,4.5|. Procedure details: To a solution of 2,2,2-trifluoro-N-((1R,2S)-2-phenylcyclopropyl)-N-(piperidin-4-ylmethyl)acetamide (120 mg, 0.368 mmol) in 1,2-dichloroethane (DCE) (2 mL) were added 2-(4-formylphenyl)acetic acid (72.4 mg, 0.441 mmol) and sodium triacetoxyborohydride (125 mg, 0.588 mmol), and the reaction mixture was stirred at room temperature for 18 h. The mixture was quenched with water (2 mL) and extracted with DCM (3×). The extract was dried (Na2SO4) and concentrated. The residue was dissolved in methanol (...